This data is from the Open Reaction Database (ORD), a public repository of structured organic reaction records. The task is: describe an organic reaction: reactants, conditions, products, and yield Reactants: C(C)[C@@H]1C(NC2=CC(=CC=C2N1C(C1=CC(=CC=C1)OC)=O)F)=O ((3R)-3-Ethyl-7-fluoro-4-(3-methoxybenzoyl)-3,4-dihydroquinoxalin-2(1H)-one), [I-].[K+] (potassium iodide), C(C1=CC=CC=C1)Br (benzyl bromide), C(C1=CC=CC=C1)N1C([C@H](N(C2=CC=C(C=C12)F)C(C1=CC=C(C=C1)OC)=O)CC)=O ((3R)-1-benzyl-3-ethyl-7-fluoro-4-(4-methoxybenzoyl)-3,4-dihydroquinoxalin-2(1H)-one). Yields the product C(C1=CC=CC=C1)N1C([C@H](N(C2=CC=C(C=C12)F)C(C1=CC(=CC=C1)OC)=O)CC)=O ((3R)-1-benzyl-3-ethyl-7-fluoro-4-(3-methoxybenzoyl)-3,4-dihydroquinoxalin-2(1H)-one). The yield is 85.0%. As a reaction SMILES: [CH2:1]([C@H:3]1[N:12]([C:13](=[O:22])[C:14]2[CH:19]=[CH:18][CH:17]=[C:16]([O:20][CH3:21])[CH:15]=2)[C:11]2[C:6](=[CH:7][C:8]([F:23])=[CH:9][CH:10]=2)[NH:5][C:4]1=[O:24])[CH3:2].[I-].[K+].[CH2:27](Br)[C:28]1[CH:33]=[CH:32][CH:31]=[CH:30][CH:29]=1.C(N1C2C(=CC=C(F)C=2)N(C(=O)C2C=CC(OC)=CC=2)[C@H](CC)C1=O)C1C=CC=CC=1>>[CH2:27]([N:5]1[C:6]2[C:11](=[CH:10][CH:9]=[C:8]([F:23])[CH:7]=2)[N:12]([C:13](=[O:22])[C:14]2[CH:19]=[CH:18][CH:17]=[C:16]([O:20][CH3:21])[CH:15]=2)[C@H:3]([CH2:1][CH3:2])[C:4]1=[O:24])[C:28]1[CH:33]=[CH:32][CH:31]=[CH:30][CH:29]=1 |f:1.2|. Reported procedure: (3R)-3-Ethyl-7-fluoro-4-(3-methoxybenzoyl)-3,4-dihydroquinoxalin-2(1H)-one (see Example 4) was treated with potassium iodide (5 eq) and benzyl bromide according to the procedure for the preparation of (3R)-1-benzyl-3-ethyl-7-fluoro-4-(4-methoxybenzoyl)-3,4-dihydroquinoxalin-2(1H)-one (see Example 2) to yield (3R)-1-benzyl-3-ethyl-7-fluoro-4-(3-methoxybenzoyl)-3,4-dihydroquinoxalin-2(1H)-one (85%). Reactants: [F-].[K+] (potassium fluoride), BrC=1C=C(C=CC1)N1C(=NC(=C(C1=O)CC1=CC=C(C=C1)C=1C(=CC=CC1)C#N)CCCC)C (4′-{[1-(3-bromophenyl)-4-butyl-2-methyl-6-oxo-1,6-dihydropyrimidin-5-yl]methyl}biphenyl-2-carbonitrile), C(=C)[Sn](CCCC)(CCCC)CCCC (vinyltributyltin), [Cl-].[Li+] (lithium chloride). Reagents/catalysts: Cl[Pd]([P](C1=CC=CC=C1)(C2=CC=CC=C2)C3=CC=CC=C3)([P](C4=CC=CC=C4)(C5=CC=CC=C5)C6=CC=CC=C6)Cl (dichlorobis(triphenylphosphine)palladium(II)). Run in CN(C=O)C (N,N-dimethylformamide), C(C)(=O)OCC (ethyl acetate). Reaction conditions: temperature 90 celsius, time 3 hour. Yields the product C(CCC)C=1N=C(N(C(C1CC1=CC=C(C=C1)C=1C(=CC=CC1)C#N)=O)C1=CC(=CC=C1)C=C)C (4′-{[4-butyl-2-methyl-6-oxo-1-(3-vinylphenyl)-1,6-dihydropyrimidin-5-yl]methyl}biphenyl-2-carbonitrile). RXN SMILES: Br[C:2]1[CH:3]=[C:4]([N:8]2[C:13](=[O:14])[C:12]([CH2:15][C:16]3[CH:21]=[CH:20][C:19]([C:22]4[C:23]([C:28]#[N:29])=[CH:24][CH:25]=[CH:26][CH:27]=4)=[CH:18][CH:17]=3)=[C:11]([CH2:30][CH2:31][CH2:32][CH3:33])[N:10]=[C:9]2[CH3:34])[CH:5]=[CH:6][CH:7]=1.[CH:35]([Sn](CCCC)(CCCC)CCCC)=[CH2:36].[Cl-].[Li+].[F-].[K+]>CN(C)C=O.C(OCC)(=O)C.Cl[Pd](Cl)([P](C1C=CC=CC=1)(C1C=CC=CC=1)C1C=CC=CC=1)[P](C1C=CC=CC=1)(C1C=CC=CC=1)C1C=CC=CC=1>[CH2:30]([C:11]1[N:10]=[C:9]([CH3:34])[N:8]([C:4]2[CH:5]=[CH:6][CH:7]=[C:2]([CH:35]=[CH2:36])[CH:3]=2)[C:13](=[O:14])[C:12]=1[CH2:15][C:16]1[CH:21]=[CH:20][C:19]([C:22]2[C:23]([C:28]#[N:29])=[CH:24][CH:25]=[CH:26][CH:27]=2)=[CH:18][CH:17]=1)[CH2:31][CH2:32][CH3:33] |f:2.3,4.5,^1:67,86|. Procedure details: A suspension of 4′-{[1-(3-bromophenyl)-4-butyl-2-methyl-6-oxo-1,6-dihydropyrimidin-5-yl]methyl}biphenyl-2-carbonitrile (1.0 g), vinyltributyltin (0.86 mL), dichlorobis(triphenylphosphine)palladium(II) and lithium chloride (0.25 g) in N,N-dimethylformamide (10 mL) was stirred at 90° C. for 3 hr under an argon atmosphere. The mixture was allowed to cool to room temperature, 20% aqueous potassium fluoride solution was added, and the mixture was stirred for 12 hr. The reaction mixture was diluted wi... Starting materials: O=C([O-])[O-], CCI, CC(C)=O, [K+], [K+], Nc1sc(C(=O)O)cc1C(=O)c1ccccc1Cl. The product is CCOC(=O)c1cc(C(=O)c2ccccc2Cl)c(N)s1. RXN SMILES: [C:19](=[O:20])([O-:21])[O-:22].[CH2:25]([CH3:26])[I:27].[CH3:28][C:29](=[O:30])[CH3:31].[K+:23].[K+:24].[NH2:1][c:2]1[c:3]([C:10]([c:11]2[c:12]([Cl:17])[cH:13][cH:14][cH:15][cH:16]2)=[O:18])[cH:4][c:5]([C:7](=[O:8])[OH:9])[s:6]1>>[NH2:1][c:2]1[c:3]([C:10]([c:11]2[c:12]([Cl:17])[cH:13][cH:14][cH:15][cH:16]2)=[O:18])[cH:4][c:5]([C:7](=[O:8])[O:9][CH2:25][CH3:26])[s:6]1. Starting materials: C(#N)C=1C=CC(=C(C(=O)OC)C1)F (methyl 5-cyano-2-fluorobenzoate), FC=1C=C(C=CC1)O (3-fluorophenol). Product: C(#N)C=1C=CC(=C(C(=O)O)C1)OC1=CC(=CC=C1)F (5-Cyano-2-(3-fluorophenoxy)benzoic acid). RXN SMILES: [C:1]([C:3]1[CH:4]=[CH:5][C:6](F)=[C:7]([CH:12]=1)[C:8]([O:10]C)=[O:9])#[N:2].[F:14][C:15]1[CH:16]=[C:17]([OH:21])[CH:18]=[CH:19][CH:20]=1>>[C:1]([C:3]1[CH:4]=[CH:5][C:6]([O:21][C:17]2[CH:18]=[CH:19][CH:20]=[C:15]([F:14])[CH:16]=2)=[C:7]([CH:12]=1)[C:8]([OH:10])=[O:9])#[N:2]. Procedure details: The title compound was prepared according to the procedure described in step 1 and 2 of Example 67 from methyl 5-cyano-2-fluorobenzoate and 3-fluorophenol: 1H-NMR (CDCl3) δ 8.36 (1H, s), 7.73 (1H, m), 7.39 (1H, m), 7.00–6.78 (4H, m).